From a dataset of the Open Reaction Database (ORD), a public repository of structured organic reaction records. describe an organic reaction: reactants, conditions, products, and yield Starting materials: CCO, CCOc1cccnc1CCl, Cl, Cl, NCCS, [Na]. Product: CCOc1cccnc1CSCCN. Reaction SMILES: [CH3:19][CH2:20][OH:21].[Cl:8][CH2:9][c:10]1[n:11][cH:12][cH:13][cH:14][c:15]1[O:16][CH2:17][CH3:18].[ClH:1].[ClH:7].[NH2:2][CH2:3][CH2:4][SH:5].[Na:6]>>[NH2:2][CH2:3][CH2:4][S:5][CH2:9][c:10]1[n:11][cH:12][cH:13][cH:14][c:15]1[O:16][CH2:17][CH3:18]. The reactants are C(CCC)C=1NC(=CN1)CO (2-n-butyl-5-hydroxymethylimidazole), CCCCCCCCCCCC (dodecane), [Bi] (bismuth), [OH-].[Na+] (NaOH), OO (H2O2). The reagents and catalysts are [Pt] (platinum). Solvent: CC(=O)CC(C)C (isobutyl methyl ketone). Product: C(CCC)C=1NC(=CN1)C=O (2-n-butyl-5-formylimidazole). Yield: 88.2%. Reaction SMILES: [CH2:1]([C:5]1[NH:6][C:7]([CH2:10][OH:11])=[CH:8][N:9]=1)[CH2:2][CH2:3][CH3:4].CCCCCCCCCCCC.[Bi].[OH-].[Na+].OO>[Pt].CC(CC(C)C)=O>[CH2:1]([C:5]1[NH:6][C:7]([CH:10]=[O:11])=[CH:8][N:9]=1)[CH2:2][CH2:3][CH3:4] |f:3.4|. Procedure details: 1.5 g of 2-n-butyl-5-hydroxymethylimidazole, 1.5 g of dodecane as internal GC standard, 0.3 g of 5 percent platinum and 5 percent bismuth on activated carbon (comprising 61.3 percent water), 20 g of isobutyl methyl ketone and 2.5 g of 1.6 percent strength NaOH solution were heated to about 58° C. with stirring. At 58° to 64° C., 2.9 g of 15.7 percent strength aqueous H2O2 solution was added dropwise over the course of 45 min. The reaction mixture was then allowed to react for 15 min and then fil... Reactants: Cc1ccccc1, CC(C)OC(=O)Cl, ClCCl, CC1CC(=O)c2cc(F)c(C(F)(F)F)cc2N1, [K+], [OH-], c1ccncc1. Yields the product CC(C)OC(=O)N1c2cc(C(F)(F)F)c(F)cc2C(=O)CC1C. Reaction SMILES: [CH3:36][c:37]1[cH:38][cH:39][cH:40][cH:41][cH:42]1.[Cl:18][C:19](=[O:20])[O:21][CH:22]([CH3:23])[CH3:24].[Cl:27][CH2:28][Cl:29].[F:1][c:2]1[cH:3][c:4]2[c:9]([cH:10][c:11]1[C:12]([F:13])([F:14])[F:15])[NH:8][CH:7]([CH3:16])[CH2:6][C:5]2=[O:17].[K+:26].[OH-:25].[cH:30]1[cH:31][cH:32][n:33][cH:34][cH:35]1>>[F:1][c:2]1[cH:3][c:4]2[c:9]([cH:10][c:11]1[C:12]([F:13])([F:14])[F:15])[N:8]([C:19](=[O:20])[O:21][CH:22]([CH3:23])[CH3:24])[CH:7]([CH3:16])[CH2:6][C:5]2=[O:17]. The reactants are C(C)OC(NN=CC=1N=C(NC1C)C)=O (3-[(2,5-dimethyl-4-imidazolyl)methylene]carbazic acid ethyl ester), C1(=CC=CC=C1)OC1=CC=CC=C1 (diphenyl ether). Yields the product CC1=NC(=C2N1C(NN=C2)=O)C (6,8-Dimethyl-imidazo[1,5-d]-as-triazin-4(3H)-one). As a reaction SMILES: C([O:3][C:4](=O)[NH:5][N:6]=[CH:7][C:8]1[N:9]=[C:10]([CH3:14])[NH:11][C:12]=1[CH3:13])C.C1(OC2C=CC=CC=2)C=CC=CC=1>>[CH3:14][C:10]1[N:9]2[C:4](=[O:3])[NH:5][N:6]=[CH:7][C:8]2=[C:12]([CH3:13])[N:11]=1. Procedure: A mixture of 7.37 gm. of 3-[(2,5-dimethyl-4-imidazolyl)methylene]carbazic acid ethyl ester and 50 ml. of diphenyl ether is reacted as described in Example 70 giving the desired product, m.p. 263°-263.5° C. Reactants: C1(CC1)C=1C(=CC(=C(C(=O)OC(C)(C)C)C1)F)OCC1(CCCCC1)C(F)(F)F (tert-butyl 5-cyclopropyl-2-fluoro-4-((1-(trifluoromethyl)cyclohexyl)methoxy)benzoate), C1(CC1)C=1C(=CC(=C(C(=O)OC(C)(C)C)C1)F)OCC1CCC(CC1)(F)F (tert-butyl 5-cyclopropyl-4-((4,4-difluorocyclohexyl)methoxy)-2-fluorobenzoate). The product is C1(CC1)C=1C(=CC(=C(C(=O)O)C1)F)OCC1CCC(CC1)(F)F (5-cyclopropyl-4-((4,4-difluorocyclohexyl)-methoxy)-2-fluorobenzoic acid), solid. The yield is 50.0%. Reaction SMILES: C1(C2C(OCC3(C(F)(F)F)CCCCC3)=CC(F)=C(C=2)C(OC(C)(C)C)=O)CC1.[CH:30]1([C:33]2[C:34]([O:47][CH2:48][CH:49]3[CH2:54][CH2:53][C:52]([F:56])([F:55])[CH2:51][CH2:50]3)=[CH:35][C:36]([F:46])=[C:37]([CH:45]=2)[C:38]([O:40]C(C)(C)C)=[O:39])[CH2:32][CH2:31]1>>[CH:30]1([C:33]2[C:34]([O:47][CH2:48][CH:49]3[CH2:54][CH2:53][C:52]([F:56])([F:55])[CH2:51][CH2:50]3)=[CH:35][C:36]([F:46])=[C:37]([CH:45]=2)[C:38]([OH:40])=[O:39])[CH2:31][CH2:32]1. Reported procedure: Following the procedure as described in Example 158 step 4, and making variations as required to replace tert-butyl 5-cyclopropyl-2-fluoro-4-((1-(trifluoromethyl)cyclohexyl)methoxy)benzoate with tert-butyl 5-cyclopropyl-4-((4,4-difluorocyclohexyl)methoxy)-2-fluorobenzoate, the title compound was obtained as a colorless solid (2.29 g, 50%): MS (ES+) m/z 329.1 (M+1). Starting materials: C(C1=CC=CC=C1)OC1=NN(C(=C1)C1=CC=C(C=C1)OC)C(C)C (3-benzyloxy-1-isopropyl-5-(4-methoxyphenyl)-1H-pyrazole), P(=O)(Cl)(Cl)Cl (phosphorus oxychloride), CN(C=O)C (N,N-dimethylformamide), [OH-].[Na+] (sodium hydroxide). Conditions: temperature 80 celsius, time 1 hour. The product is C(C1=CC=CC=C1)OC1=NN(C(=C1C=O)C1=CC=C(C=C1)OC)C(C)C (3-Benzyloxy-4-formyl-1-isopropyl-5-(4-methoxyphenyl)-1H-pyrazole). RXN SMILES: [CH2:1]([O:8][C:9]1[CH:13]=[C:12]([C:14]2[CH:19]=[CH:18][C:17]([O:20][CH3:21])=[CH:16][CH:15]=2)[N:11]([CH:22]([CH3:24])[CH3:23])[N:10]=1)[C:2]1[CH:7]=[CH:6][CH:5]=[CH:4][CH:3]=1.P(Cl)(Cl)(Cl)=O.[OH-].[Na+].CN(C)[CH:34]=[O:35]>>[CH2:1]([O:8][C:9]1[C:13]([CH:34]=[O:35])=[C:12]([C:14]2[CH:15]=[CH:16][C:17]([O:20][CH3:21])=[CH:18][CH:19]=2)[N:11]([CH:22]([CH3:24])[CH3:23])[N:10]=1)[C:2]1[CH:7]=[CH:6][CH:5]=[CH:4][CH:3]=1 |f:2.3|. Procedure details: To a solution of 3-benzyloxy-1-isopropyl-5-(4-methoxyphenyl)-1H-pyrazole (0.40 g) in N,N-dimethylformamide (1.5 mL) was added phosphorus oxychloride (0.23 g) at 80° C. and the mixture was stirred at 80° C. for 1 hour. After cooling to room temperature, a sodium hydroxide aqueous solution (1 mol/L, 5 mL) was added to the reaction mixture and the mixture was extracted with diethyl ether. The organic layer was dried over anhydrous magnesium sulfate and the solvent was removed under reduced pressure... Reactants: C(C)(=O)O[BH-](OC(C)=O)OC(C)=O.[Na+] (sodium triacetoxyborohydride), NCCNS(=O)(=O)C=1C=2C=CN=CC2C=C(C1)C1=CC=CC=C1 (7-phenyl-isoquinoline-5-sulfonic acid (2-amino-ethyl)-amide), C1(=CC=CC2=CC=CC=C12)CCC=O (3-naphthalen-1-yl-propionaldehyde), ( 6 ), ClCCCl (1,2-dichloroethane). Run in CO (CH3OH). Yields the product Cl.Cl.C1(=CC=CC2=CC=CC=C12)CCCNCCNS(=O)(=O)C=1C=2C=CN=CC2C=C(C1)C1=CC=CC=C1 (7-Phenyl-isoquinoline-5-sulfonic acid [2-(3-naphthalen-1-yl-propylamino)-ethyl]-amide dihydrochloride). RXN SMILES: [NH2:1][CH2:2][CH2:3][NH:4][S:5]([C:8]1[C:9]2[CH:10]=[CH:11][N:12]=[CH:13][C:14]=2[CH:15]=[C:16]([C:18]2[CH:23]=[CH:22][CH:21]=[CH:20][CH:19]=2)[CH:17]=1)(=[O:7])=[O:6].[C:24]1([CH2:34][CH2:35][CH:36]=O)[C:33]2[C:28](=[CH:29][CH:30]=[CH:31][CH:32]=2)[CH:27]=[CH:26][CH:25]=1.C(O[BH-](OC(=O)C)OC(=O)C)(=O)C.[Na+].[Cl:52]CCCl>CO>[ClH:52].[ClH:52].[C:24]1([CH2:34][CH2:35][CH2:36][NH:1][CH2:2][CH2:3][NH:4][S:5]([C:8]2[C:9]3[CH:10]=[CH:11][N:12]=[CH:13][C:14]=3[CH:15]=[C:16]([C:18]3[CH:23]=[CH:22][CH:21]=[CH:20][CH:19]=3)[CH:17]=2)(=[O:7])=[O:6])[C:33]2[C:28](=[CH:29][CH:30]=[CH:31][CH:32]=2)[CH:27]=[CH:26][CH:25]=1 |f:2.3,6.7.8|. Procedure: Stir a mixture of 7-phenyl-isoquinoline-5-sulfonic acid (2-amino-ethyl)-amide (0.25 mmol, 1.0 eq) and 3-naphthalen-1-yl-propionaldehyde (0.25 mmol, 1.0 eq) in 1,2-dichloroethane (DCE) (2.0 mL) at room temperature for six (6) hours, and then add sodium triacetoxyborohydride (0.6 mmol, 2.4 eq). Stir overnight, then dilute the mixture with CH3OH, and apply to a cation exchange column (10 g), wash with a mixture of, CH3OH and CH2Cl2 (1:1), then NH3 (2.0 M in CH3OH). Purify the residue on silica gel ... Reactants: CCOCC, COC(=O)c1ccc(Nc2nc3ccc(C(=O)N(CCC(C)C)CCC(C)C)cc3n2CCCNC(=O)OC(C)(C)C)cc1, [Li+], C1CCOC1, [OH-], O. Product: CC(C)CCN(CCC(C)C)C(=O)c1ccc2nc(Nc3ccc(C(=O)O)cc3)n(CCCNC(=O)OC(C)(C)C)c2c1. Reaction SMILES: [CH2:53]([O:54][CH2:55][CH3:56])[CH3:57].[CH3:3][CH:4]([CH2:5][CH2:6][N:7]([C:8](=[O:9])[c:10]1[cH:11][cH:12][c:13]2[c:14]([n:15]([CH2:29][CH2:30][CH2:31][NH:32][C:33](=[O:34])[O:35][C:36]([CH3:37])([CH3:38])[CH3:39])[c:16]([NH:18][c:19]3[cH:20][cH:21][c:22]([C:23](=[O:24])[O:25][CH3:26])[cH:27][cH:28]3)[n:17]2)[cH:40]1)[CH2:41][CH2:42][CH:43]([CH3:44])[CH3:45])[CH3:46].[Li+:1].[O:47]1[CH2:48][CH2:49][CH2:50][CH2:51]1.[OH-:2].[OH2:52]>>[CH3:3][CH:4]([CH2:5][CH2:6][N:7]([C:8](=[O:9])[c:10]1[cH:11][cH:12][c:13]2[c:14]([n:15]([CH2:29][CH2:30][CH2:31][NH:32][C:33](=[O:34])[O:35][C:36]([CH3:37])([CH3:38])[CH3:39])[c:16]([NH:18][c:19]3[cH:20][cH:21][c:22]([C:23](=[O:24])[OH:25])[cH:27][cH:28]3)[n:17]2)[cH:40]1)[CH2:41][CH2:42][CH:43]([CH3:44])[CH3:45])[CH3:46]. The reactants are NC1=C(NC=C1)C(=O)OCC (3-amino-2-ethoxycarbonyl-pyrrole), FC(C=1C=CC2=C(NC(=N2)SC2=CC=C(O2)C=O)C1)(F)F (5-(6-trifluoromethyl-1H-benzimidazol-2-ylsulfanyl)-furan-2-carbaldehyde), C1(CC(CCC1)=O)=O (1,3-cyclohexanedione). Solvent: C(C)O (ethanol). Yields the product C(C)OC(=O)C=1NC=C2C1NC=1CCCC(C1C2C=2OC(=CC2)SC2=NC1=C(N2)C=CC(=C1)C(F)(F)F)=O (8-Oxo-9-[5-(5-trifluoromethyl-1H-benzimidazol-2-ylsulfanyl)-furan-2-yl]-4,5,6,7,8,9-hexahydro-2H-pyrrolo[3,4-b]quinoline-3-carboxylic acid ethyl ester). Reaction SMILES: [NH2:1][C:2]1[CH:6]=[CH:5][NH:4][C:3]=1[C:7]([O:9][CH2:10][CH3:11])=[O:8].[F:12][C:13]([F:32])([F:31])[C:14]1[CH:15]=[CH:16][C:17]2[N:21]=[C:20]([S:22][C:23]3[O:27][C:26]([CH:28]=O)=[CH:25][CH:24]=3)[NH:19][C:18]=2[CH:30]=1.[C:33]1(=[O:40])[CH2:38][CH2:37][CH2:36][C:35](=O)[CH2:34]1>C(O)C>[CH2:10]([O:9][C:7]([C:3]1[NH:4][CH:5]=[C:6]2[CH:28]([C:26]3[O:27][C:23]([S:22][C:20]4[NH:21][C:17]5[CH:16]=[CH:15][C:14]([C:13]([F:32])([F:12])[F:31])=[CH:30][C:18]=5[N:19]=4)=[CH:24][CH:25]=3)[C:38]3[C:33](=[O:40])[CH2:34][CH2:35][CH2:36][C:37]=3[NH:1][C:2]=12)=[O:8])[CH3:11]. Procedure details: A mixture of 3-amino-2-ethoxycarbonyl-pyrrole (0.355 g 2.31 mmol), 5-(6-trifluoromethyl-1H-benzimidazol-2-ylsulfanyl)-furan-2-carbaldehyde (0.72 g, 2.31 mmol) and 1,3-cyclohexanedione (0.259 g, 2.31 mmol) in 5 ml ethanol is heated at reflux temperature for 1 hour. The formed insoluble material is filtered off, the filtrate is concentrated under reduced pressure and purified on a silica gel column (120 g) eluted with a mixture of cyclohexane and ethylacetate (7/3, v/v). The fractions containing t...